This data is from the Open Reaction Database (ORD), a public repository of structured organic reaction records. The task is: describe an organic reaction: reactants, conditions, products, and yield Reactants: COCC(=O)Cl, COc1cc2c(cc1OC)C(C1CC1)NCC2, O=C(Cl)C1CC1. The product is COCC1NCCc2cc(OC)c(OC)cc21. RXN SMILES: [CH3:18][O:19][CH2:20][C:21]([Cl:22])=[O:23].[CH:1]1([CH:4]2[NH:5][CH2:6][CH2:7][c:8]3[cH:9][c:10]([O:16][CH3:17])[c:11]([O:14][CH3:15])[cH:12][c:13]32)[CH2:2][CH2:3]1.[CH:24]1([C:25]([Cl:26])=[O:27])[CH2:28][CH2:29]1>>[CH2:1]([CH:4]1[NH:5][CH2:6][CH2:7][c:8]2[cH:9][c:10]([O:16][CH3:17])[c:11]([O:14][CH3:15])[cH:12][c:13]21)[O:19][CH3:18].